Dataset: the Open Reaction Database (ORD), a public repository of structured organic reaction records. Task: describe an organic reaction: reactants, conditions, products, and yield The reactants are CC(=O)C (acetone), FC(C(=O)O)(F)F (trifluoroacetic acid), C(C)(=O)O[BH-](OC(C)=O)OC(C)=O.[Na+] (sodium triacetoxyborohydride), BrC=1C=C(C(=NC1)Cl)N (5-bromo-2-chloropyridin-3-amine). Run in C(C)(=O)OC(C)C (isopropyl acetate). Run at time 4.5 hour. The product is BrC=1C=C(C(=NC1)Cl)NC(C)C (5-bromo-2-chloro-N-isopropylpyridin-3-amine). Yield: 102.6%. Reaction SMILES: [Br:1][C:2]1[CH:3]=[C:4]([NH2:9])[C:5]([Cl:8])=[N:6][CH:7]=1.[CH3:10][C:11]([CH3:13])=O.FC(F)(F)C(O)=O.C(O[BH-](OC(=O)C)OC(=O)C)(=O)C.[Na+]>C(OC(C)C)(=O)C>[Br:1][C:2]1[CH:3]=[C:4]([NH:9][CH:11]([CH3:13])[CH3:10])[C:5]([Cl:8])=[N:6][CH:7]=1 |f:3.4|. Procedure: 5-bromo-2-chloropyridin-3-amine (1.889 g, 9.1 mmol) was dissolved in isopropyl acetate (20 ml) and acetone (0.81 ml, 11 mmol), trifluoroacetic acid (1.40 ml, 18 mmol), and sodium triacetoxyborohydride (2.34 g, 11 mmol) were added. The reaction was stirred under nitrogen at room temperature for almost 4.5 hours and then quenched with 10% sodium hydroxide in water (˜20 ml) to raise the pH to about 9. The layers were separated, and the aqueous phase was extracted with EtOAc. The organic extracts we... As a reaction SMILES: C([NH:11][CH2:12][C:13](=[O:37])[CH2:14][CH2:15][C:16]([O:18][CH2:19][CH2:20][CH2:21][CH2:22][CH2:23][CH2:24][CH2:25][CH2:26][C:27]([O:29]CC1C=CC=CC=1)=[O:28])=[O:17])(OCC1C=CC=CC=1)=O.[ClH:38].[H][H]>[Pd].CC(O)C>[ClH:38].[NH2:11][CH2:12][C:13](=[O:37])[CH2:14][CH2:15][C:16]([O:18][CH2:19][CH2:20][CH2:21][CH2:22][CH2:23][CH2:24][CH2:25][CH2:26][C:27]([OH:29])=[O:28])=[O:17] |f:5.6|. The solvent is CC(C)O (2-propanol). Procedure: This compound was prepared from the product of 11c (1.4 g; 2.7 mmol), 12 M HCl (0.25 mL; 3.0 mmol), 10% Pd/C (100 mg), hydrogen gas, and 2-propanol (25 mL) using the procedure in Example 8d. 0.54 g (62%) product was obtained (white solid). Starting materials: C(=O)(OCC1=CC=CC=C1)NCC(CCC(=O)OCCCCCCCCC(=O)OCC1=CC=CC=C1)=O (8-(benzyloxycarbonyl)octyl 5-(Cbz-amino)-4-oxopentanoate), Cl (HCl), [H][H] (hydrogen). The yield is 61.8%. Reagents/catalysts: [Pd] (Pd/C). The product is Cl.NCC(CCC(=O)OCCCCCCCCC(=O)O)=O (8-carboxyoctyl 5-amino-4-oxopentanoate hydrochloride). The reactants are CC=1C=CC(=NC1S(=O)(=O)O)C(=O)O (5-methyl-6-sulfo-pyridine-2-carboxylic acid), CO (methanol), Cl (hydrogen chloride). Solvent: O1CCOCC1 (dioxane). Conditions: time 8 hour. Product: COC(=O)C1=NC(=C(C=C1)C)S(=O)(=O)O (5-Methyl-6-sulfo-pyridine-2-carboxylic acid methyl ester). As a reaction SMILES: [CH3:1][C:2]1[CH:3]=[CH:4][C:5]([C:12]([OH:14])=[O:13])=[N:6][C:7]=1[S:8]([OH:11])(=[O:10])=[O:9].Cl.[CH3:16]O>O1CCOCC1>[CH3:16][O:13][C:12]([C:5]1[CH:4]=[CH:3][C:2]([CH3:1])=[C:7]([S:8]([OH:11])(=[O:9])=[O:10])[N:6]=1)=[O:14]. Procedure details: To a mixture of 5-methyl-6-sulfo-pyridine-2-carboxylic acid (0.8 g, 3.69 mmol) in methanol (20 mL) was added 4 N hydrogen chloride in dioxane (8 mL). The mixture was stirred overnight at room temperature. Undissolved solid was filtered off, and the filtrate was concentrated to give the product as yellow solid 0.5 g; MS (EI): m/e=232.0 [M+H]+. Reactants: C(C)(=O)O[C@H]1[C@H]([C@@H](O[C@@H]1COC(C)=O)N1C=NC(=C1N=CN(C)C)C(CCl)=O)F (1-(3,5-di-O-acetyl-2-deoxy-2-fluoro-β-D-ribofuranosyl)-4-chloroacetyl-5-(dimethylaminomethyleneamino)imidazole), [N-]=[N+]=[N-].[Na+] (sodium azide), C(C)(=O)O[C@H]1[C@H]([C@@H](O[C@@H]1COC(C)=O)N1C=NC(=C1N=CN(C)C)C(CCl)=O)F (1-(3,5-di-O-acetyl-2-deoxy-2-fluoro-β-D-ribofuranosyl)-4-chloroacetyl-5-(dimethylaminomethyleneamino)imidazole). Solvent: CN(C=O)C (N,N-dimethylformamide). The product is C(C)(=O)O[C@H]1[C@H]([C@@H](O[C@@H]1COC(C)=O)N1C=NC(=C1N=CN(C)C)C(CN=[N+]=[N-])=O)F (1-(3,5-di-O-acetyl-2-deoxy-2-fluoro-β-D-ribofuranosyl)-4-azidoacetyl-5-(dimethylaminomethyleneamino)imidazole). Reaction SMILES: [C:1]([O:4][C@@H:5]1[C@@H:9]([CH2:10][O:11][C:12](=[O:14])[CH3:13])[O:8][C@@H:7]([N:15]2[C:19]([N:20]=[CH:21][N:22]([CH3:24])[CH3:23])=[C:18]([C:25](=[O:28])[CH2:26]Cl)[N:17]=[CH:16]2)[C@@H:6]1[F:29])(=[O:3])[CH3:2].[N-:30]=[N+:31]=[N-:32].[Na+]>CN(C)C=O>[C:1]([O:4][C@@H:5]1[C@@H:9]([CH2:10][O:11][C:12](=[O:14])[CH3:13])[O:8][C@@H:7]([N:15]2[C:19]([N:20]=[CH:21][N:22]([CH3:24])[CH3:23])=[C:18]([C:25](=[O:28])[CH2:26][N:30]=[N+:31]=[N-:32])[N:17]=[CH:16]2)[C@@H:6]1[F:29])(=[O:3])[CH3:2] |f:1.2|. Procedure: In step 15, compound (21) is reacted with sodium azide in N,N-dimethylformamide at room temperature for converting the chloro group of compound (21) into azido group, whereby 1-(3,5-di-O-acetyl-2-deoxy-2-fluoro-β-D-ribofuranosyl)-4-azidoacetyl-5-(dimethylaminomethyleneamino)imidazole [compound (22)] is produced. The reactants are CC(C)(C)OC(=O)N1CC(NS(=O)(=O)c2ccc(Oc3ccccc3)cc2)C(SC(C)(C)C)C1, CI, CCOC(C)=O, CN(C)C=O. The product is CN(C1CN(C(=O)OC(C)(C)C)CC1SC(C)(C)C)S(=O)(=O)c1ccc(Oc2ccccc2)cc1. Reaction SMILES: [C:1](=[O:2])([O:3][C:4]([CH3:5])([CH3:6])[CH3:7])[N:8]1[CH2:9][CH:10]([NH:18][S:19](=[O:20])(=[O:21])[c:22]2[cH:23][cH:24][c:25]([O:28][c:29]3[cH:30][cH:31][cH:32][cH:33][cH:34]3)[cH:26][cH:27]2)[CH:11]([S:13][C:14]([CH3:15])([CH3:16])[CH3:17])[CH2:12]1.[CH3:35][I:36].[CH3:37][CH2:38][O:39][C:40](=[O:41])[CH3:42].[O:43]=[CH:44][N:45]([CH3:46])[CH3:47]>>[C:1](=[O:2])([O:3][C:4]([CH3:5])([CH3:6])[CH3:7])[N:8]1[CH2:9][CH:10]([N:18]([S:19](=[O:20])(=[O:21])[c:22]2[cH:23][cH:24][c:25]([O:28][c:29]3[cH:30][cH:31][cH:32][cH:33][cH:34]3)[cH:26][cH:27]2)[CH3:37])[CH:11]([S:13][C:14]([CH3:15])([CH3:16])[CH3:17])[CH2:12]1. Starting materials: CC(N)c1ccc(Br)cc1, CN(C)CCC(=O)c1ccccc1F, CCO. Product: CC(NCCC(=O)c1ccccc1F)c1ccc(Br)cc1. Reaction SMILES: [Br:15][c:16]1[cH:17][cH:18][c:19]([CH:22]([CH3:23])[NH2:24])[cH:20][cH:21]1.[CH3:1][N:2]([CH2:3][CH2:4][C:5](=[O:6])[c:7]1[c:8]([F:13])[cH:9][cH:10][cH:11][cH:12]1)[CH3:14].[CH3:25][CH2:26][OH:27]>>[CH2:3]([CH2:4][C:5](=[O:6])[c:7]1[c:8]([F:13])[cH:9][cH:10][cH:11][cH:12]1)[NH:24][CH:22]([c:19]1[cH:18][cH:17][c:16]([Br:15])[cH:21][cH:20]1)[CH3:23]. The reactants are Nc1ccc2nc[nH]c2c1Br, C[Sn](C)(C)C, CN(C)C=O, [Pd], c1ccc(P(c2ccccc2)c2ccccc2)cc1, c1ccc(P(c2ccccc2)c2ccccc2)cc1. Product: Cc1c(N)ccc2nc[nH]c12. As a reaction SMILES: [Br:1][c:2]1[c:3]([NH2:11])[cH:4][cH:5][c:6]2[n:7][cH:8][nH:9][c:10]12.[CH3:12][Sn:13]([CH3:14])([CH3:15])[CH3:16].[O:17]=[CH:18][N:19]([CH3:20])[CH3:21].[Pd:22].[c:23]1([P:24]([c:25]2[cH:26][cH:27][cH:28][cH:29][cH:30]2)[c:31]2[cH:32][cH:33][cH:34][cH:35][cH:36]2)[cH:37][cH:38][cH:39][cH:40][cH:41]1.[c:42]1([P:43]([c:44]2[cH:45][cH:46][cH:47][cH:48][cH:49]2)[c:50]2[cH:51][cH:52][cH:53][cH:54][cH:55]2)[cH:56][cH:57][cH:58][cH:59][cH:60]1>>[c:2]1([CH3:12])[c:3]([NH2:11])[cH:4][cH:5][c:6]2[n:7][cH:8][nH:9][c:10]12. The reactants are N[C@@H]1CC[C@H](CC1)CC(=O)N[C@@H]1B(OC2=C(C1)C=CC=C2C(=O)O)O ((R)-3-(2-(trans-4-aminocyclohexyl)acetamido)-2-hydroxy-3,4-dihydro-2H-benzo[e][1,2]oxaborinine-8-carboxylic acid), N1=C(C=CC=C1)C=O (picolinaldehyde). Yields the product OB1OC2=C(C[C@@H]1NC(C[C@@H]1CC[C@H](CC1)NCC1=NC=CC=C1)=O)C=CC=C2C(=O)O ((R)-2-hydroxy-3-(2-(trans-4-(pyridin-2-ylmethylamino)cyclohexyl)acetamido)-3,4-dihydro-2H-benzo[e][1,2]oxaborinine-8-carboxylic acid). Reaction SMILES: [NH2:1][C@H:2]1[CH2:7][CH2:6][C@H:5]([CH2:8][C:9]([NH:11][C@H:12]2[CH2:17][C:16]3[CH:18]=[CH:19][CH:20]=[C:21]([C:22]([OH:24])=[O:23])[C:15]=3[O:14][B:13]2[OH:25])=[O:10])[CH2:4][CH2:3]1.[N:26]1[CH:31]=[CH:30][CH:29]=[CH:28][C:27]=1[CH:32]=O>>[OH:25][B:13]1[C@@H:12]([NH:11][C:9](=[O:10])[CH2:8][C@H:5]2[CH2:6][CH2:7][C@H:2]([NH:1][CH2:32][C:27]3[CH:28]=[CH:29][CH:30]=[CH:31][N:26]=3)[CH2:3][CH2:4]2)[CH2:17][C:16]2[CH:18]=[CH:19][CH:20]=[C:21]([C:22]([OH:24])=[O:23])[C:15]=2[O:14]1. Procedure details: Prepared from (R)-3-(2-(trans-4-aminocyclohexyl)acetamido)-2-hydroxy-3,4-dihydro-2H-benzo[e][1,2]oxaborinine-8-carboxylic acid (Example 6) and picolinaldehyde following the procedure in Example 27. The product was purified using reverse phase HPLC to afford the titled compound. ESI-MS m/z 438 (MH)+. Reaction conditions: time 2 hour. The solvent is O1CCCC1 (tetrahydrofurane), O1CCCC1 (tetrahydrofurane). Procedure details: A solution of 80 mg (0.117 mmol) 6-bromo-3-(tert-butyl-dimethyl-silanyloxy)-4,4-dimethyl-5-oxo-heptanoic acid 4,8-dimethyl-1-[1-methyl-2-(2-methyl-thiazol-4-yl)-vinyl]-9-oxo-non-3-enyl ester in 5.0 ml absolute tetrahydrofurane was added to a suspension of 35 mg (0.285 mmol) CrCl2 and 30 mg (0.224 mmol) LiI in 25 ml dry tetrahydrofurane within 80 min using a syringe pump. After addition was completed, the resulting suspension was stirred for another 2 hrs at ambient temperature. Then, 20 ml semic... Reactants: [NH4+].[Cl-] (NH4Cl), CC(=CCC(C(=CC=1N=C(SC1)C)C)OC(CC(C(C(C(C)Br)=O)(C)C)O[Si](C)(C)C(C)(C)C)=O)CCCC(C=O)C (6-bromo-3-(tert-butyl-dimethyl-silanyloxy)-4,4-dimethyl-5-oxo-heptanoic acid 4,8-dimethyl-1-[1-methyl-2-(2-methyl-thiazol-4-yl)-vinyl]-9-oxo-non-3-enyl ester), CrCl2, [Li+].[I-] (LiI). Reaction SMILES: [CH3:1][C:2]([CH2:36][CH2:37][CH2:38][CH:39]([CH3:42])[CH:40]=[O:41])=[CH:3][CH2:4][CH:5]([O:15][C:16](=[O:35])[CH2:17][CH:18]([O:27][Si:28]([C:31]([CH3:34])([CH3:33])[CH3:32])([CH3:30])[CH3:29])[C:19]([CH3:26])([CH3:25])[C:20](=[O:24])[CH:21](Br)[CH3:22])[C:6]([CH3:14])=[CH:7][C:8]1[N:9]=[C:10]([CH3:13])[S:11][CH:12]=1.[Li+].[I-].[NH4+].[Cl-]>O1CCCC1>[C:31]([Si:28]([CH3:30])([CH3:29])[O:27][CH:18]1[C:19]([CH3:26])([CH3:25])[C:20](=[O:24])[CH:21]([CH3:22])[CH:40]([OH:41])[CH:39]([CH3:42])[CH2:38][CH2:37][CH2:36][C:2]([CH3:1])=[CH:3][CH2:4][CH:5]([C:6]([CH3:14])=[CH:7][C:8]2[N:9]=[C:10]([CH3:13])[S:11][CH:12]=2)[O:15][C:16](=[O:35])[CH2:17]1)([CH3:33])([CH3:32])[CH3:34] |f:1.2,3.4|. Yields the product C(C)(C)(C)[Si](OC1CC(OC(CC=C(CCCC(C(C(C(C1(C)C)=O)C)O)C)C)C(=CC=1N=C(SC1)C)C)=O)(C)C (4-(Tert-butyl-dimethyl-silanyloxy)-8-hydroxy-5,5,7,9,13-pentamethyl-16-[1-methyl-2-(2-methyl-thiazol-4-yl)-vinyl]-oxacyclohexadec-13-ene-2,6-dione).